Dataset: the Open Reaction Database (ORD), a public repository of structured organic reaction records. Task: describe an organic reaction: reactants, conditions, products, and yield The reactants are C=C[Sn](CCCC)(CCCC)CCCC, NC(=O)c1cccnc1, CN(C)C=O, c1ccc(P(c2ccccc2)(c2ccccc2)[Pd](P(c2ccccc2)(c2ccccc2)c2ccccc2)(P(c2ccccc2)(c2ccccc2)c2ccccc2)P(c2ccccc2)(c2ccccc2)c2ccccc2)cc1. The product is C=Cc1ncccc1C(N)=O. RXN SMILES: [CH2:10]([CH2:11][CH2:23][CH3:24])[Sn:12]([CH2:13][CH2:14][CH2:15][CH3:16])([CH2:17][CH2:18][CH2:19][CH3:20])[CH:21]=[CH2:22].[NH2:1][C:2](=[O:3])[c:4]1[cH:5][cH:6][cH:7][n:8][cH:9]1.[O:25]=[CH:26][N:27]([CH3:28])[CH3:29].[cH:30]1[cH:31][cH:32][c:33]([P:34]([Pd:35]([P:36]([c:37]2[cH:38][cH:39][cH:40][cH:41][cH:42]2)([c:43]2[cH:44][cH:45][cH:46][cH:47][cH:48]2)[c:49]2[cH:50][cH:51][cH:52][cH:53][cH:54]2)([P:55]([c:56]2[cH:57][cH:58][cH:59][cH:60][cH:61]2)([c:62]2[cH:63][cH:64][cH:65][cH:66][cH:67]2)[c:68]2[cH:69][cH:70][cH:71][cH:72][cH:73]2)[P:74]([c:75]2[cH:76][cH:77][cH:78][cH:79][cH:80]2)([c:81]2[cH:82][cH:83][cH:84][cH:85][cH:86]2)[c:87]2[cH:88][cH:89][cH:90][cH:91][cH:92]2)([c:93]2[cH:94][cH:95][cH:96][cH:97][cH:98]2)[c:99]2[cH:100][cH:101][cH:102][cH:103][cH:104]2)[cH:105][cH:106]1>>[NH2:1][C:2](=[O:3])[c:4]1[cH:5][cH:6][cH:7][n:8][c:9]1[CH:10]=[CH2:11].